This data is from the Open Reaction Database (ORD), a public repository of structured organic reaction records. The task is: describe an organic reaction: reactants, conditions, products, and yield The reactants are C(C1=CC=CC=C1)C1C(=CC(O1)=O)O (5-benzyl-4-hydroxy-5H-furan-2-one), C(C1=CC=CC=C1)=O (benzaldehyde), N1C=C(C2=CC=CC=C12)CCN(C(C)=O)C (N-[2-(1H-indol-3-yl)-ethyl]-N-methyl-acetamide). The product is C(C1=CC=CC=C1)C1C(=C(C(O1)=O)C(C=1NC2=CC=CC=C2C1CCN(C(C)=O)C)C1=CC=CC=C1)O (N-(2-{2-[(5-Benzyl-4-hydroxy-2-oxo-2,5-dihydro-furan-3-yl)-phenyl-methyl]-1H-indol-3-yl}-ethyl)-N-methyl-acetamide). As a reaction SMILES: [CH2:1]([CH:8]1[O:12][C:11](=[O:13])[CH:10]=[C:9]1[OH:14])[C:2]1[CH:7]=[CH:6][CH:5]=[CH:4][CH:3]=1.[CH:15](=O)[C:16]1[CH:21]=[CH:20][CH:19]=[CH:18][CH:17]=1.[NH:23]1[C:31]2[C:26](=[CH:27][CH:28]=[CH:29][CH:30]=2)[C:25]([CH2:32][CH2:33][N:34]([CH3:38])[C:35](=[O:37])[CH3:36])=[CH:24]1>>[CH2:1]([CH:8]1[O:12][C:11](=[O:13])[C:10]([CH:15]([C:16]2[CH:21]=[CH:20][CH:19]=[CH:18][CH:17]=2)[C:24]2[NH:23][C:31]3[C:26]([C:25]=2[CH2:32][CH2:33][N:34]([CH3:38])[C:35](=[O:37])[CH3:36])=[CH:27][CH:28]=[CH:29][CH:30]=3)=[C:9]1[OH:14])[C:2]1[CH:3]=[CH:4][CH:5]=[CH:6][CH:7]=1. Procedure: Using general procedure C, 5-benzyl-4-hydroxy-5H-furan-2-one (Lit. 13) was reacted with benzaldehyde and N-[2-(1H-indol-3-yl)-ethyl]-N-methyl-acetamide (Lit. 4) to give the title compound as pale yellow solid. MS: 493.3 ([M−H]−). The reactants are C(C1=CC=CC=C1)N1CCC(CC1)N1C=2N(C(=C(C1=O)CC1=CC=C(C=C1)C=1C(=CC=CC1)C#N)CCC)N=CN2 (4′-{[4-(1-benzylpiperidin-4-yl)-5-oxo-7-propyl-4,5-dihydro[1,2,4]triazolo[1,5-a]pyrimidin-6-yl]methyl}biphenyl-2-carbonitrile), O1CCCC1 (tetrahydrofuran). The reagents and catalysts are [C].[Pd] (palladium-carbon). The solvent is C(C)O (ethanol). Conditions: time 2 day. Product: O=C1N(C=2N(C(=C1CC1=CC=C(C=C1)C=1C(=CC=CC1)C#N)CCC)N=CN2)C2CCNCC2 (4′-[(5-oxo-4-piperidin-4-yl-7-propyl-4,5-dihydro[1,2,4]triazolo[1,5-a]pyrimidin-6-yl)methyl]biphenyl-2-carbonitrile), compound. The yield is 74.0%. As a reaction SMILES: C([N:8]1[CH2:13][CH2:12][CH:11]([N:14]2[C:19](=[O:20])[C:18]([CH2:21][C:22]3[CH:27]=[CH:26][C:25]([C:28]4[C:29]([C:34]#[N:35])=[CH:30][CH:31]=[CH:32][CH:33]=4)=[CH:24][CH:23]=3)=[C:17]([CH2:36][CH2:37][CH3:38])[N:16]3[N:39]=[CH:40][N:41]=[C:15]23)[CH2:10][CH2:9]1)C1C=CC=CC=1.O1CCCC1>[C].[Pd].C(O)C>[O:20]=[C:19]1[C:18]([CH2:21][C:22]2[CH:23]=[CH:24][C:25]([C:28]3[C:29]([C:34]#[N:35])=[CH:30][CH:31]=[CH:32][CH:33]=3)=[CH:26][CH:27]=2)=[C:17]([CH2:36][CH2:37][CH3:38])[N:16]2[N:39]=[CH:40][N:41]=[C:15]2[N:14]1[CH:11]1[CH2:10][CH2:9][NH:8][CH2:13][CH2:12]1 |f:2.3|. Procedure details: A mixture of 4′-{[4-(1-benzylpiperidin-4-yl)-5-oxo-7-propyl-4,5-dihydro[1,2,4]triazolo[1,5-a]pyrimidin-6-yl]methyl}biphenyl-2-carbonitrile (4.82 g), 10% palladium-carbon (containing water by 50%, 2.39 g), tetrahydrofuran (30 mL) and ethanol (60 mL) was stirred at room temperature for 2 days under a hydrogen atmosphere. The reaction mixture was filtered, and the solvent was evaporated. The residue was purified by basic silica gel chromatography [eluent: methanol/ethyl acetate=0/100→5/95 (volume r... Reaction conditions: time 3 hour. Solvent: ClCCl (dichloromethane), CO (methanol). Yield: 94.7%. As a reaction SMILES: [BH4-].[Na+].[Cl:3][C:4]1[CH:5]=[C:6]([CH2:11][N:12]2[C:16]3[C:17](=[O:22])[CH2:18][CH2:19][CH2:20][CH2:21][C:15]=3[N:14]=[C:13]2[CH:23]([CH3:25])[CH3:24])[CH:7]=[CH:8][C:9]=1[Cl:10]>ClCCl.CO>[Cl:3][C:4]1[CH:5]=[C:6]([CH2:11][N:12]2[C:16]3[CH:17]([OH:22])[CH2:18][CH2:19][CH2:20][CH2:21][C:15]=3[N:14]=[C:13]2[CH:23]([CH3:25])[CH3:24])[CH:7]=[CH:8][C:9]=1[Cl:10] |f:0.1|. Yields the product ClC=1C=C(C=CC1Cl)CN1C(=NC2=C1C(CCCC2)O)C(C)C (3-[(3,4-dichlorophenyl)methyl]-2-(1-methylethyl)-3,4,5,6,7,8-hexahydrocyclohepta[d]imidazol-4-ol). Starting materials: [BH4-].[Na+] (Sodium borohydride), ClC=1C=C(C=CC1Cl)CN1C(=NC2=C1C(CCCC2)=O)C(C)C (3-[(3,4-dichlorophenyl)methyl]-2-(1-methylethyl)-5,6,7,8-tetrahydrocyclohepta[d]imidazol-4(3H)-one). Reported procedure: Sodium borohydride (204 mg) was added to a stirred solution of Intermediate 7 (630 mg) in dichloromethane (2 mL) and methanol (2 mL). The reaction mixture was stirred for 3 hours. The reaction mixture was partitioned between EtOAc (50 ml) and water (30 ml). The two phases were separated and the aqueous phase was extracted again with EtOAc (30 ml). The phases were separated; the organic extracts were combined, dried (hydrophobic frit) and concentrated under vacuum to give the title compound (600 ... Starting materials: C(C)(=O)OCC (ethyl acetate), [H-].[Al+3].[Li+].[H-].[H-].[H-] (lithium aluminium hydride), [OH-].[Na+] (sodium hydroxide), solution, C(C)OC(=O)C(CCCC1=CC=C(C=C1)CCCC(C(=O)OCC)C(=O)OCC)C(=O)OCC (1,4-bis(4,4-diethoxycarbonylbutyl)benzene). Solvent: O1CCCC1 (tetrahydrofuran), O (water), O (water), O1CCCC1 (tetrahydrofuran). Yields the product OCC(CCCC1=CC=C(C=C1)CCCC(CO)CO)CO (1,4-Bis[4,4-bis(hydroxymethyl)butyl]benzene). Isolated yield 22.6%. RXN SMILES: [H-].[Al+3].[Li+].[H-].[H-].[H-].C([O:9][C:10]([CH:12]([C:36](OCC)=[O:37])[CH2:13][CH2:14][CH2:15][C:16]1[CH:21]=[CH:20][C:19]([CH2:22][CH2:23][CH2:24][CH:25]([C:31](OCC)=[O:32])[C:26](OCC)=[O:27])=[CH:18][CH:17]=1)=O)C.C(OCC)(=O)C.[OH-].[Na+]>O1CCCC1.O>[OH:9][CH2:10][CH:12]([CH2:36][OH:37])[CH2:13][CH2:14][CH2:15][C:16]1[CH:21]=[CH:20][C:19]([CH2:22][CH2:23][CH2:24][CH:25]([CH2:26][OH:27])[CH2:31][OH:32])=[CH:18][CH:17]=1 |f:0.1.2.3.4.5,8.9|. Reported procedure: First, 525 mg of lithium aluminium hydride was added to 30 ml of absolute tetrahydrofuran, then 20 ml of a solution of 2.39 g 1,4-bis(4,4-diethoxycarbonylbutyl)benzene in absolute tetrahydrofuran was added dropwise thereto with stirring at a room temperature, and the mixture was refluxed for one hour. After adding 4 ml of ethyl acetate with ice-cooling, the reaction mixture was stirred for 10 minutes. To the mixture were further added successively 0.5 ml of water, 0.5 ml of 15% sodium hydroxide ...